Dataset: the Open Reaction Database (ORD), a public repository of structured organic reaction records. Task: describe an organic reaction: reactants, conditions, products, and yield The reactants are CCO, CCCc1cc(Cl)nnc1Cn1ccnc1-c1cccc(F)n1, [K+], [K+], O=C([O-])[O-]. Yields the product CCCc1ccnnc1Cn1ccnc1-c1cccc(F)n1. Reaction SMILES: [CH3:30][CH2:31][OH:32].[Cl:1][c:2]1[cH:3][c:4]([CH2:21][CH2:22][CH3:23])[c:5]([CH2:8][n:9]2[c:10](-[c:14]3[n:15][c:16]([F:20])[cH:17][cH:18][cH:19]3)[n:11][cH:12][cH:13]2)[n:6][n:7]1.[K+:24].[K+:25].[O-:26][C:27]([O-:28])=[O:29]>>[cH:2]1[cH:3][c:4]([CH2:21][CH2:22][CH3:23])[c:5]([CH2:8][n:9]2[c:10](-[c:14]3[n:15][c:16]([F:20])[cH:17][cH:18][cH:19]3)[n:11][cH:12][cH:13]2)[n:6][n:7]1. Starting materials: [Al+3], C1CCOC1, COc1ccc(C=CC(=O)O)cc1OC, [H-], [H-], [H-], [H-], [Li+]. Yields the product COc1ccc(C=CCO)cc1OC. As a reaction SMILES: [Al+3:2].[CH2:22]1[O:23][CH2:24][CH2:25][CH2:26]1.[CH3:7][O:8][c:9]1[cH:10][c:11]([CH:12]=[CH:13][C:14](=[O:15])[OH:16])[cH:17][cH:18][c:19]1[O:20][CH3:21].[H-:1].[H-:4].[H-:5].[H-:6].[Li+:3]>>[CH3:7][O:8][c:9]1[cH:10][c:11]([CH:12]=[CH:13][CH2:14][OH:15])[cH:17][cH:18][c:19]1[O:20][CH3:21]. As a reaction SMILES: [C:18]([CH3:19])([CH3:20])([CH3:21])[O:22][C:23]([N:24]([CH3:25])[CH:26]1[CH2:27][CH2:28][CH:29]([NH2:32])[CH2:30][CH2:31]1)=[O:33].[F:1][c:2]1[cH:3][n:4][cH:5][cH:6][c:7]1-[c:8]1[cH:9][cH:10][c:11]([O:16][CH3:17])[c:12]([CH:13]=[O:14])[cH:15]1>>[F:1][c:2]1[cH:3][n:4][cH:5][cH:6][c:7]1-[c:8]1[cH:9][cH:10][c:11]([O:16][CH3:17])[c:12]([CH2:13][NH:32][CH:29]2[CH2:28][CH2:27][CH:26]([N:24]([C:23]([O:22][C:18]([CH3:19])([CH3:20])[CH3:21])=[O:33])[CH3:25])[CH2:31][CH2:30]2)[cH:15]1. Yields the product COc1ccc(-c2ccncc2F)cc1CNC1CCC(N(C)C(=O)OC(C)(C)C)CC1. Starting materials: CN(C(=O)OC(C)(C)C)C1CCC(N)CC1, COc1ccc(-c2ccncc2F)cc1C=O.